This data is from the Open Reaction Database (ORD), a public repository of structured organic reaction records. The task is: describe an organic reaction: reactants, conditions, products, and yield Starting materials: Cl.NO (hydroxylamine hydrochloride), O=C1CSC(C1C(=O)OC)C(=O)OC (3-Oxo-4,5-bismethoxycarbonyltetrahydrothiophene), CCOCC (Ether). Solvent: C(CC)#N (propionitrile). Yields the product Cl.NC1=CSC(=C1C(=O)OC)C(=O)OC (3-Amino-4,5-bismethoxycarbonylthiophene hydrochloride). Reaction SMILES: O=[C:2]1[CH:6]([C:7]([O:9][CH3:10])=[O:8])[CH:5]([C:11]([O:13][CH3:14])=[O:12])[S:4][CH2:3]1.[ClH:15].[NH2:16]O.CCOCC>C(#N)CC>[ClH:15].[NH2:16][C:2]1[C:6]([C:7]([O:9][CH3:10])=[O:8])=[C:5]([C:11]([O:13][CH3:14])=[O:12])[S:4][CH:3]=1 |f:1.2,5.6|. Reported procedure: 3-Oxo-4,5-bismethoxycarbonyltetrahydrothiophene (2.65 g) was dissolved in propionitrile (5 ml) and hydroxylamine hydrochloride (1 g) was added. The mixture was heated under reflux on the steam bath for 11/2 hours by which time it was almost solid. Ether was added to the cooled mixture and the title compound was filtered off. Yield 2.37 g (77.5%) M.P.166°-169° dec. 3-Amino-4,5-bismethoxycarbonylthiophene was liberated from the title compound by treatment with aqueous ammonia followed by bulk dist...